Dataset: the Open Reaction Database (ORD), a public repository of structured organic reaction records. Task: describe an organic reaction: reactants, conditions, products, and yield Starting materials: CSC1=CC=C(C=C1)C1=C(C=NO1)C(=O)OCC (ethyl 5-(4-methylthiophenyl)isoxazole-4-carboxylate), [H-].C(C(C)C)[Al+]CC(C)C (diisobutylaluminum hydride), Cl (hydrochloric acid). The solvent is O1CCCC1 (tetrahydrofuran). Reaction conditions: time 1 hour. Product: CSC1=CC=C(C=C1)C1=C(C=NO1)CO (5-(4-methylthiophenyl)-4-isoxazolylmethanol). Isolated yield 89.2%. Reaction SMILES: [CH3:1][S:2][C:3]1[CH:8]=[CH:7][C:6]([C:9]2[O:13][N:12]=[CH:11][C:10]=2[C:14](OCC)=[O:15])=[CH:5][CH:4]=1.[H-].C([Al+]CC(C)C)C(C)C.Cl>O1CCCC1>[CH3:1][S:2][C:3]1[CH:4]=[CH:5][C:6]([C:9]2[O:13][N:12]=[CH:11][C:10]=2[CH2:14][OH:15])=[CH:7][CH:8]=1 |f:1.2|. Procedure details: To a solution of ethyl 5-(4-methylthiophenyl)isoxazole-4-carboxylate (10.0 g) in tetrahydrofuran (100 ml) was gently added diisobutylaluminum hydride (0.95 M hexane solution, 92 ml) at 0° C., and the mixture was stirred at room temperature for 1 hr. The reaction mixture was poured into dilute hydrochloric acid, and the mixture was extracted with ethyl acetate. The ethyl acetate layer was washed with saturated brine, dried (MgSO4) and concentrated. The obtained crystals were recrystallized from e... The reactants are O=C([O-])O, O=C(CNC(=O)OCc1ccccc1)Oc1c(F)c(F)c(F)c(F)c1F, CN(C)C=O, CC(=O)[O-], CCON, [Na+], O. The product is O=C(O)CNC(=O)OCc1ccccc1. As a reaction SMILES: [C:9](=[O:10])([OH:11])[O-:12].[CH2:14]([c:15]1[cH:16][cH:17][cH:18][cH:19][cH:20]1)[O:21][C:22](=[O:23])[NH:24][CH2:25][C:26](=[O:27])[O:28][c:29]1[c:30]([F:31])[c:32]([F:33])[c:34]([F:35])[c:36]([F:37])[c:38]1[F:39].[CH3:40][N:41]([CH3:42])[CH:43]=[O:44].[CH3:5][C:6](=[O:7])[O-:8].[NH2:1][O:2][CH2:3][CH3:4].[Na+:13].[OH2:45]>>[CH2:14]([c:15]1[cH:16][cH:17][cH:18][cH:19][cH:20]1)[O:21][C:22](=[O:23])[NH:24][CH2:25][C:26](=[O:27])[OH:28].